describe an organic reaction: reactants, conditions, products, and yield From a dataset of the Open Reaction Database (ORD), a public repository of structured organic reaction records. Reactants: O=C(Cl)C1CCN(Cc2ccccc2)CC1, CN(C)c1ccccc1, Cc1ccccc1, Cl, c1ccc2c(c1)CCc1ccccc1N2. The product is O=C(C1CCN(Cc2ccccc2)CC1)N1c2ccccc2CCc2ccccc21. Reaction SMILES: [CH2:2]([c:3]1[cH:4][cH:5][cH:6][cH:7][cH:8]1)[N:9]1[CH2:10][CH2:11][CH:12]([C:15](=[O:16])[Cl:17])[CH2:13][CH2:14]1.[CH3:33][N:34]([c:35]1[cH:36][cH:37][cH:38][cH:39][cH:40]1)[CH3:41].[CH3:42][c:43]1[cH:44][cH:45][cH:46][cH:47][cH:48]1.[ClH:1].[cH:18]1[cH:19][cH:20][cH:21][c:22]2[c:28]1[CH2:27][CH2:26][c:25]1[c:24]([cH:32][cH:31][cH:30][cH:29]1)[NH:23]2>>[CH2:2]([c:3]1[cH:4][cH:5][cH:6][cH:7][cH:8]1)[N:9]1[CH2:10][CH2:11][CH:12]([C:15](=[O:16])[N:23]2[c:22]3[cH:21][cH:20][cH:19][cH:18][c:28]3[CH2:27][CH2:26][c:25]3[c:24]2[cH:32][cH:31][cH:30][cH:29]3)[CH2:13][CH2:14]1. The reactants are 29.6, ClCCN(S(=O)(=O)C1=CC=C(C=C1)C)CCCl (N,N-bis(2-chloroethyl)-4-methylbenzenesulfonamide), FC1=CC(=C(C=C1)CC#N)C (4-fluoro-2-methylbenzeneacetonitrile), [NH2-].[Li+] (lithium amide). The solvent is CC1=CC=CC=C1 (methylbenzene), CC1=CC=CC=C1 (methylbenzene). Run at time 8 hour. Yields the product 27, FC1=CC(=C(C=C1)C1(CCN(CC1)S(=O)(=O)C1=CC=C(C=C1)C)C#N)C (4-(4-fluoro-2-methylphenyl)-1-(4-methylphenylsulfonyl)-4-piperidinecarbonitrile). The yield is 72.6%. Reaction SMILES: Cl[CH2:2][CH2:3][N:4]([CH2:15][CH2:16]Cl)[S:5]([C:8]1[CH:13]=[CH:12][C:11]([CH3:14])=[CH:10][CH:9]=1)(=[O:7])=[O:6].[F:18][C:19]1[CH:24]=[CH:23][C:22]([CH2:25][C:26]#[N:27])=[C:21]([CH3:28])[CH:20]=1.[NH2-].[Li+]>CC1C=CC=CC=1>[F:18][C:19]1[CH:24]=[CH:23][C:22]([C:25]2([C:26]#[N:27])[CH2:16][CH2:15][N:4]([S:5]([C:8]3[CH:13]=[CH:12][C:11]([CH3:14])=[CH:10][CH:9]=3)(=[O:7])=[O:6])[CH2:3][CH2:2]2)=[C:21]([CH3:28])[CH:20]=1 |f:2.3|. Procedure details: A solution of 29.6 parts of N,N-bis(2-chloroethyl)-4-methylbenzenesulfonamide and 14.9 parts of 4-fluoro-2-methylbenzeneacetonitrile in 90 parts of methylbenzene is added dropwise to a solution of 5.6 parts of lithium amide in 270 parts of methylbenzene at about 90° C. Upon completion, the whole is heated to reflux and stirred overnight at reflux temperature. The reaction mixture is cooled, poured onto water and the layers are separated. The organic phase is dried, filtered and evaporated. The r... Reactants: P(O)(O)(O)=O (phosphoric acid), [OH-].[Li+] (lithium hydroxide), O (water), C(C)OP(=O)(C1CC=CCC1)C[C@H](CN)O (3-amino-2(S)-hydroxy-propyl-(cyclohex-3-enyl)-phosphinic acid ethyl ester). The solvent is C(C)O (ethanol). Conditions: time 20 hour. Yields the product NC[C@@H](CP(O)(=O)C1CC=CCC1)O (3-amino-2(S)-hydroxy-propyl-(cyclohex-3-enyl)-phosphinic acid). As a reaction SMILES: [OH-].[Li+].O.C([O:6][P:7]([CH2:15][C@@H:16]([OH:19])[CH2:17][NH2:18])([CH:9]1[CH2:14][CH2:13][CH:12]=[CH:11][CH2:10]1)=[O:8])C.P(=O)(O)(O)O>C(O)C>[NH2:18][CH2:17][C@H:16]([OH:19])[CH2:15][P:7]([CH:9]1[CH2:14][CH2:13][CH:12]=[CH:11][CH2:10]1)(=[O:6])[OH:8] |f:0.1|. Procedure: 0.2 g of lithium hydroxide and 4 ml of water are added to a solution of 1.1 g of 3-amino-2(S)-hydroxy-propyl-(cyclohex-3-enyl)-phosphinic acid ethyl ester in 4 ml of ethanol. The mixture is heated to 60° and stirred for 20 hours. The mixture is then allowed to cool to room temperature, adjusted to pH 7 with aqueous phosphoric acid, concentrated to dryness by evaporation, taken up in methanol/water and filtered. After removal of the solvent there remains behind a foam which, after crystallisation...